Dataset: the Open Reaction Database (ORD), a public repository of structured organic reaction records. Task: describe an organic reaction: reactants, conditions, products, and yield Starting materials: C(C)(=O)C1=C(C(=C(OCC(COC2=CC=C(C=C2)C(CCC(=O)OC)=O)=C)C=C1)CCC)O (methyl 4-(3-(4-acetyl-3-hydroxy-2-propylphenoxy)-2-methylidenepropoxy)-gamma-oxo-benzenebutanoate), [OH-].[Na+] (NaOH), Cl (HCl). The solvent is O (H2O), C1CCOC1 (THF). Reaction conditions: time 1.5 hour. Yields the product C(C)(=O)C1=C(C(=C(OCC(COC2=CC=C(C=C2)C(CCC(=O)O)=O)=C)C=C1)CCC)O (4-(3-(4-acetyl-3-hydroxy-2-propylphenoxy)-2-methylidenepropoxy)-gamma-oxo-benzenebutanoic acid). Reaction SMILES: [C:1]([C:4]1[CH:29]=[CH:28][C:7]([O:8][CH2:9][C:10](=[CH2:27])[CH2:11][O:12][C:13]2[CH:18]=[CH:17][C:16]([C:19](=[O:26])[CH2:20][CH2:21][C:22]([O:24]C)=[O:23])=[CH:15][CH:14]=2)=[C:6]([CH2:30][CH2:31][CH3:32])[C:5]=1[OH:33])(=[O:3])[CH3:2].[OH-].[Na+].Cl>C1COCC1.O>[C:1]([C:4]1[CH:29]=[CH:28][C:7]([O:8][CH2:9][C:10](=[CH2:27])[CH2:11][O:12][C:13]2[CH:18]=[CH:17][C:16]([C:19](=[O:26])[CH2:20][CH2:21][C:22]([OH:24])=[O:23])=[CH:15][CH:14]=2)=[C:6]([CH2:30][CH2:31][CH3:32])[C:5]=1[OH:33])(=[O:3])[CH3:2] |f:1.2|. Procedure: To a stirred solution of the compound from Step B (550 mg, 1.21 mmole) in THF (15 ml) was added 3 ml of 1N NaOH. The mixture was stirred at room temperature for 1.5 hours. The reaction mixture was diluted with H2O (50 ml) and acidified with concentrated HCl to pH=5. A white solid formed which was extracted with methylene chloride (2×). The combined organic extracts were washed with brine, dried (MgSO4) and concentrated in vacuo to yield the title compound as a white solid, m.p. 136°-137°. Product: CC(=O)NCCOC(c1cccc(F)c1-c1cccc(C)c1)C1CCCNC1. Starting materials: CC(=O)NCCOC(c1cccc(F)c1-c1cccc(C)c1)C1CCCN(C(=O)OC(C)(C)C)C1, ClCCl, O=C(O)C(F)(F)F, [Na+], O=C([O-])O. Reaction SMILES: [C:1]([CH3:2])(=[O:3])[NH:4][CH2:5][CH2:6][O:7][CH:8]([CH:9]1[CH2:10][N:11]([C:15]([O:16][C:17]([CH3:18])([CH3:19])[CH3:20])=[O:21])[CH2:12][CH2:13][CH2:14]1)[c:22]1[c:23](-[c:29]2[cH:30][c:31]([CH3:35])[cH:32][cH:33][cH:34]2)[c:24]([F:28])[cH:25][cH:26][cH:27]1.[Cl:48][CH2:49][Cl:50].[F:41][C:42]([F:43])([F:44])[C:45]([OH:46])=[O:47].[Na+:40].[O-:36][C:37]([OH:38])=[O:39]>>[C:1]([CH3:2])(=[O:3])[NH:4][CH2:5][CH2:6][O:7][CH:8]([CH:9]1[CH2:10][NH:11][CH2:12][CH2:13][CH2:14]1)[c:22]1[c:23](-[c:29]2[cH:30][c:31]([CH3:35])[cH:32][cH:33][cH:34]2)[c:24]([F:28])[cH:25][cH:26][cH:27]1. Starting materials: cyclohexane-1,3, 1,4-diisocyanate, C(CN=C=O)N=C=O (ethylene diisocyanate), N(=C=O)C1CC(CC(C1)(CN=C=O)C)(C)C (1-iso cyanato-3,3,5-trimethyl-5-isocyanatomethyl cyclohexane), C1(=CC=C(C=C1)CN=C=O)CN=C=O (1,4-xylylene diisocyanate), 1,4-tetramethylene diisocyanate, diisocyanate, cyclobutane-1,3-diisocyanate, N(=C=O)C1C(CCC1)CN=C=O (1-isocyanato-2-isocyanatomethyl cyclopentane), 1,3- and 1,4-xylylene, 2,4,4-trimethyl-1,6-hexamethylene diisocyanate, 4,4′-dicyclohexylmethane diisocyanate, polyisocyanates, C(CCCN=C=O)CCN=C=O (1,6-hexamethylene diisocyanate). The product is polyisocyanates, NC1=CC=CC=C1 (aniline), C=O (formaldehyde). As a reaction SMILES: C(N=C=O)CN=[C:4]=[O:5].[CH2:9]([CH2:16][CH2:17]N=C=O)[CH2:10][CH2:11][CH2:12][N:13]=C=O.N(C1CCCC1CN=C=O)=C=O.N(C1CC(C)(CN=C=O)CC(C)(C)C1)=C=O.C1(CN=C=O)C=CC(CN=C=O)=CC=1>>[NH2:13][C:12]1[CH:11]=[CH:10][CH:9]=[CH:16][CH:17]=1.[CH2:4]=[O:5]. Reported procedure: Examples of suitable polyisocyanates which may be used include ethylene diisocyanate, 1,4-tetramethylene diisocyanate, 1,6-hexamethylene diisocyanate, 2,4,4-trimethyl-1,6-hexamethylene diisocyanate, 1,12-dodecanediisocyanate, cyclobutane-1,3-diisocyanate, cyclohexane-1,3- and/or -1,4-diisocyanate, 1-isocyanato-2-isocyanatomethyl cyclopentane, 1-iso cyanato-3,3,5-trimethyl-5-isocyanatomethyl cyclohexane(isophorone diisocyanate or HMI), 2,4- and/or 2,6-hexahydrotoluylene diisocyanate, 2,4′- and/or... Reactants: [BH4-], CC(C)c1c(C(=O)NCc2ccccc2)nn(-c2ccc(F)cc2)c1C=O, C1CCOC1, CO, [Na+]. The product is CC(C)c1c(C(=O)NCc2ccccc2)nn(-c2ccc(F)cc2)c1CO. As a reaction SMILES: [BH4-:30].[CH2:1]([c:2]1[cH:3][cH:4][cH:5][cH:6][cH:7]1)[NH:8][C:9](=[O:10])[c:11]1[n:12][n:13](-[c:21]2[cH:22][cH:23][c:24]([F:27])[cH:25][cH:26]2)[c:14]([CH:19]=[O:20])[c:15]1[CH:16]([CH3:17])[CH3:18].[CH2:32]1[O:33][CH2:34][CH2:35][CH2:36]1.[CH3:28][OH:29].[Na+:31]>>[CH2:1]([c:2]1[cH:3][cH:4][cH:5][cH:6][cH:7]1)[NH:8][C:9](=[O:10])[c:11]1[n:12][n:13](-[c:21]2[cH:22][cH:23][c:24]([F:27])[cH:25][cH:26]2)[c:14]([CH2:19][OH:20])[c:15]1[CH:16]([CH3:17])[CH3:18].